The task is: describe an organic reaction: reactants, conditions, products, and yield. This data is from the Open Reaction Database (ORD), a public repository of structured organic reaction records. The reactants are C12CC3CC(CC(C1)C3)C2 (adamantane), ON1C(C=2C(C1=O)=CC=CC2)=O (N-hydroxyphthalimide), V2O5, C1(=CC=CC=C1)OC (anisol), C12(CC3CC(CC(C1)C3)C2)O (adamantanol), O=O (oxygen), C12CC3CC(CC(C1)C3)C2 (adamantane). The solvent is C(C)(=O)O (acetic acid). Reaction conditions: temperature 85 celsius, time 3 hour. Product: C12C(C3CC(CC(C1)C3)C2)=O (adamantanone). Yield: 11.3%. As a reaction SMILES: [CH:1]12[CH2:10][CH:5]3[CH2:6][CH:7]([CH2:9][CH:3]([CH2:4]3)[CH2:2]1)[CH2:8]2.[OH:11]N1C(=O)C2=CC=CC=C2C1=O.C1(OC)C=CC=CC=1.O=O.C12(O)CC3CC(CC(C3)C1)C2>C(O)(=O)C>[CH:1]12[CH2:10][CH:5]3[CH2:6][CH:7]([CH2:9][CH:3]([CH2:4]3)[C:2]1=[O:11])[CH2:8]2. Procedure details: A mixture of 27 g (200 mmol) of adamantane, 3.25 g (20 mmol) of N-hydroxyphthalimide, 0.183 g (0.1 mmol) of V2O5, 240 mL of anisol and 60 mL of acetic acid was stirred for 3 hours at 85° C. and 1 atm (0.101 MPa) in an atmosphere of oxygen. After completion of reaction, the reaction mixture was analyzed by gas chromatography and high performance liquid chromatography, and, as a result, the conversion of adamantane was 13.0%, adamantanol and adamantanone were formed in yield 11.3% (selectivity 86....